This data is from the Open Reaction Database (ORD), a public repository of structured organic reaction records. The task is: describe an organic reaction: reactants, conditions, products, and yield Starting materials: C(C)[C@]12C3(CC=C2C2=C(CC1)C=1C=CC(=CC1CC2)OC)OCCO3 (13β-ethyl-3-methoxy-17,17-ethylenedioxygona-1,3,5(10), 8,14-pentaene), [H][H] (hydrogen). The reagents and catalysts are [Pd] (palladium on calcium carbonate). Run in C1=CC=CC=C1 (benzene). The product is C(C)[C@]12C3(CC[C@H]2C2=C(CC1)C=1C=CC(=CC1CC2)OC)OCCO3 (13β-Ethyl-3-methoxy-17,17-ethylenedioxygona-1,3,5(10),8tetraene). Isolated yield 64.6%. As a reaction SMILES: [CH2:1]([C@:3]12[CH2:11][CH2:10][C:9]3[C:12]4[CH:13]=[CH:14][C:15]([O:20][CH3:21])=[CH:16][C:17]=4[CH2:18][CH2:19][C:8]=3[C:7]1=[CH:6][CH2:5][C:4]12[O:25][CH2:24][CH2:23][O:22]1)[CH3:2].[H][H]>C1C=CC=CC=1.[Pd]>[CH2:1]([C@:3]12[CH2:11][CH2:10][C:9]3[C:12]4[CH:13]=[CH:14][C:15]([O:20][CH3:21])=[CH:16][C:17]=4[CH2:18][CH2:19][C:8]=3[C@@H:7]1[CH2:6][CH2:5][C:4]12[O:22][CH2:23][CH2:24][O:25]1)[CH3:2]. Procedure: Hydrogenate 13β-ethyl-3-methoxy-17,17-ethylenedioxygona-1,3,5(10), 8,14-pentaene (2.0 g.) in benzene 70 cc.) at atmospheric pressure using a 5% palladium on calcium carbonate catalyst (0.70 g.). Uptake of hydrogen ceases after 150 cc. has been absorbed. Isolate the product and recrystallize from 95% ethanol to obtain the title product (1.3 g.), m.p. 135°-137°; ultraviolet absorption peak at 2.78 mμ (15,100). Reactants: C(C)(C)C=1N=C(SC1)C(=O)NC1=C(C=CC(=C1Cl)OC)C(C)=O (2′-[[(4-isopropylthiazole-2-yl)(oxo)methyl]amino]-3′-chloro-4′-methoxyacetophenone), OC1=CC(=NC2=C(C(=CC=C12)OC)C)C=1SC=CN1 (4-hydroxy-7-methoxy-8-methyl-2-(thiazol-2-yl)quinoline). Product: ClC=1C(=CC=C2C(=CC(=NC12)C=1SC=C(N1)C(C)C)O)OC (8-chloro-4-hydroxy-2-(4-isopropylthiazole-2-yl)-7-methoxyquinoline). Reaction SMILES: [CH:1]([C:4]1[N:5]=[C:6]([C:9]([NH:11][C:12]2[C:17]([Cl:18])=[C:16]([O:19][CH3:20])[CH:15]=[CH:14][C:13]=2[C:21](=[O:23])[CH3:22])=O)[S:7][CH:8]=1)([CH3:3])[CH3:2].OC1C2C(=C(C)C(OC)=CC=2)N=C(C2SC=CN=2)C=1>>[Cl:18][C:17]1[C:16]([O:19][CH3:20])=[CH:15][CH:14]=[C:13]2[C:12]=1[N:11]=[C:9]([C:6]1[S:7][CH:8]=[C:4]([CH:1]([CH3:3])[CH3:2])[N:5]=1)[CH:22]=[C:21]2[OH:23]. Reported procedure: The title product 46 was prepared (58%) from 2′-[[(4-isopropylthiazole-2-yl)(oxo)-methyl]amino]-3′-chloro-4′-methoxyacetophenone (45) following the procedure reported for 4-hydroxy-7-methoxy-8-methyl-2-(thiazol-2-yl)quinoline (24): m/z=335 (M+H)+.